Task: describe an organic reaction: reactants, conditions, products, and yield. Dataset: the Open Reaction Database (ORD), a public repository of structured organic reaction records Starting materials: Cl.Cl.NN (hydrazine dihydrochloride), FC(C1=CC=C(C=C1)N=C=O)(F)F (α,α,α-trifluoro-p-tolylisocyanate), C(=O)C1=C(OCC(C(=O)OC)=C)C=CC=C1 (Methyl 2-[(2-formylphenoxy)methyl]-2-propenoate). Solvent: C(C)(C)(C)O (tert-butanol), O (water). Reaction conditions: time 0.5 hour. Yields the product FC(C1=CC=C(C=C1)NC(=O)N1NC2C(C1)(COC1=C2C=CC=C1)C(=O)OC)(F)F (Methyl 1,2,3,3a,4,9b-hexahydro-2[[[4-(trifluoromethyl)phenyl]amino]carbonyl][1]benzopyrano[4,3-c]pyrazole-3a-carboxylate). Yield: 7.6%. RXN SMILES: Cl.Cl.[NH2:3][NH2:4].[CH:5]([C:7]1[CH:20]=[CH:19][CH:18]=[CH:17][C:8]=1[O:9][CH2:10][C:11](=[CH2:16])[C:12]([O:14][CH3:15])=[O:13])=O.[F:21][C:22]([F:33])([F:32])[C:23]1[CH:28]=[CH:27][C:26]([N:29]=[C:30]=[O:31])=[CH:25][CH:24]=1>C(O)(C)(C)C.O>[F:21][C:22]([F:32])([F:33])[C:23]1[CH:24]=[CH:25][C:26]([NH:29][C:30]([N:3]2[CH2:16][C:11]3([C:12]([O:14][CH3:15])=[O:13])[CH2:10][O:9][C:8]4[CH:17]=[CH:18][CH:19]=[CH:20][C:7]=4[CH:5]3[NH:4]2)=[O:31])=[CH:27][CH:28]=1 |f:0.1.2|. Reported procedure: A solution of 7.15 g (0.0681 mol) of hydrazine dihydrochloride in 95 mL of tert-butanol and 5 mL of water was heated at reflux for 1/2 hour at which time 1.50 g (0.0068 mol) of the product from Step A was added all at once. The reaction mixture was refluxed for 20 hours and the solvent was removed by evaporation under reduced pressure. 200 mL of 1N sodium hydroxide was added and the crude product was extracted with ethyl acetate (3×75 mL). The ethyl acetate was washed with water (100 mL), dried ... The reactants are COC(=O)C1=CC2=C(C(=C1)C3CCCN3)OC(=CC2=O)N4CCOCC4, C1=CC(=CC(=C1)Br)F. Reagents/catalysts: C(=O)([O-])[O-].[Cs+].[Cs+], CC1(C2=C(C(=CC=C2)P(C3=CC=CC=C3)C4=CC=CC=C4)OC5=C1C=CC=C5P(C6=CC=CC=C6)C7=CC=CC=C7)C, CC(=O)O.CC(=O)O.[Pd]. Run in C1COCCO1. Conditions: temperature 100 celsius. Product: COC(=O)C1=CC2=C(C(=C1)C3CCCN3C4=CC(=CC=C4)F)OC(=CC2=O)N5CCOCC5. The yield is 78.6%. Reported procedure: diacetoxypalladium (3.33 mg, 0.01 mmol) was added to a stirred mixture of methyl 2-morpholino-4-oxo-8-(pyrrolidin-2-yl)-4H-chromene-6-carboxylate (121 mg, 0.34 mmol), (9,9-dimethyl-9H-xanthene-4,5-diyl)bis(diphenylphosphine) (16.61 mg, 0.03 mmol), 1-bromo-3-fluorobenzene (0.047 ml, 0.42 mmol) and cesium carbonate (165 mg, 0.51 mmol) suspended in 1,4-dioxane (3.329 ml). The resulting suspension was degased with argon and then stirred at 100 °C for 20 hours _(_ _UPLC/MS O/N showed that the SM was ... The reactants are C(=O)[O-].[NH4+] (ammonium formate), C(=O)[O-].[NH4+] (ammonium formate), C(=O)[O-].[NH4+] (ammonium formate), ClC1=NC(=CC(=N1)C(=O)OC1CCCCC1)OC1CCCCC1 (cyclohexyl 2-chloro-6-(cyclohexyloxy)pyrimidine-4-carboxylate). Reagents/catalysts: [Pd] (palladium on calcium carbonate). Solvent: O (water), IPrOH. Reaction conditions: time 10 minute. Product: C(=O)[O-].[NH4+] (ammonium formate), C1(CCCCC1)OC1=CC(=NC=N1)C(=O)OC1CCCCC1 (cyclohexyl 6-(cyclohexyloxy)pyrimidine-4-carboxylate). RXN SMILES: [CH:1]([O-:3])=[O:2].[NH4+].Cl[C:6]1[N:11]=[C:10]([C:12]([O:14][CH:15]2[CH2:20][CH2:19][CH2:18][CH2:17][CH2:16]2)=[O:13])[CH:9]=[C:8]([O:21][CH:22]2[CH2:27][CH2:26][CH2:25][CH2:24][CH2:23]2)[N:7]=1>O.[Pd]>[CH:1]([O-:3])=[O:2].[NH4+:7].[CH:22]1([O:21][C:8]2[N:7]=[CH:6][N:11]=[C:10]([C:12]([O:14][CH:15]3[CH2:20][CH2:19][CH2:18][CH2:17][CH2:16]3)=[O:13])[CH:9]=2)[CH2:23][CH2:24][CH2:25][CH2:26][CH2:27]1 |f:0.1,5.6|. Procedure: A solution of ammonium formate was prepared by dissolving ammonium formate (13.40 g; 212 mmol) in water (30 ml). A suspension of palladium on calcium carbonate (754 mg; 0.71 mmol) in IPrOH (144 ml) and was treated with 7.5 mL of ammonium formate solution and with cyclohexyl 2-chloro-6-(cyclohexyloxy)pyrimidine-4-carboxylate (4.80 g; 14.2 mmol). After 10 min, a second aliquot of 7.5 mL of ammonium formate solution was added and the mixture was stirred at room temperature for 24 h. The mixture was... Starting materials: CS(C)=O, NC(=O)CN1C(=O)C(=O)c2ccccc21. The product is NC(=O)CN1C(=O)Cc2ccccc21. Reaction SMILES: [CH3:16][S:17]([CH3:18])=[O:19].[O:1]=[C:2]1[N:3]([CH2:12][C:13](=[O:14])[NH2:15])[c:4]2[cH:5][cH:6][cH:7][cH:8][c:9]2[C:10]1=[O:11]>>[O:1]=[C:2]1[N:3]([CH2:12][C:13](=[O:14])[NH2:15])[c:4]2[cH:5][cH:6][cH:7][cH:8][c:9]2[CH2:10]1. RXN SMILES: [C:14]([O:15][BH-:16]([O:17][C:18](=[O:19])[CH3:20])[O:21][C:22](=[O:23])[CH3:24])(=[O:25])[CH3:26].[CH3:1][CH2:2][CH2:3][NH2:4].[CH3:5][C:6]1([CH3:13])[O:7][CH2:8][CH:9]([CH:11]=[O:12])[O:10]1.[Cl:28][CH2:29][CH2:30][Cl:31].[Na+:27]>>[CH3:1][CH2:2][CH2:3][NH:4][CH2:11][CH:9]1[CH2:8][O:7][C:6]([CH3:5])([CH3:13])[O:10]1. Product: CCCNCC1COC(C)(C)O1. Reactants: CC(=O)O[BH-](OC(C)=O)OC(C)=O, CCCN, CC1(C)OCC(C=O)O1, ClCCCl, [Na+]. Reactants: BrC1=C(C=C(C=C1)C(C#N)(C)C)C (2-(4-bromo-3-methylphenyl)-2-methylpropanenitrile), C(CCC)[Li] (n-butyllithium), CON(C(C)=O)C (N-methoxy-N-methyl-acetamide). The solvent is C1CCOC1 (THF), [Cl-].[Na+].O (brine). Run at time 5 minute. Product: C(C)(=O)C1=C(C=C(C=C1)C(C#N)(C)C)C (2-(4-acetyl-3-methylphenyl)-2-methylpropanenitrile), C(C)(=O)C1=CC(=C(C=C1)C(C#N)(C)C)C (2-(4-acetyl-2-methylphenyl)-2-methylpropanenitrile). Isolated yield 47.3%. Reaction SMILES: Br[C:2]1[CH:7]=[CH:6][C:5]([C:8]([CH3:12])([CH3:11])[C:9]#[N:10])=[CH:4][C:3]=1[CH3:13].[CH2:14]([Li])CCC.CON(C)[C:22](=[O:24])[CH3:23]>C1COCC1.[Cl-].[Na+].O>[C:22]([C:2]1[CH:7]=[CH:6][C:5]([C:8]([CH3:12])([CH3:11])[C:9]#[N:10])=[CH:4][C:3]=1[CH3:13])(=[O:24])[CH3:23].[C:22]([C:2]1[CH:3]=[CH:4][C:5]([C:8]([CH3:11])([CH3:12])[C:9]#[N:10])=[C:6]([CH3:14])[CH:7]=1)(=[O:24])[CH3:23] |f:4.5.6|. Procedure: To a stirred solution of 2-(4-bromo-3-methylphenyl)-2-methylpropanenitrile (5.0 g, 21.0 mmol) in anhydrous THF (75 mL) at −100° C. is added n-butyllithium (2 M in c-hexane) (21 mL, 42 mmol). This reaction mixture is stirred at that temperature 5 min., then N-methoxy-N-methyl-acetamide (4.33 g, 42 mmol) is added. The solution is then warmed up to room temperature over 1 h. Acidic brine (30 mL of brine, 15 mL of 3% HCl aq) is then slowly added and the solution is extracted with EtOAc (3×100 mL). T... Reactants: C(C)(=O)OC(C)=O (acetic anhydride), C(C)(C)(C)C1=CC=C(N)C=C1 (p-tertiarybutylaniline), O (water). The solvent is C(C)(=O)O (acetic acid). Yields the product C(C)(C)(C)C1=CC=C(NC(C)=O)C=C1 (p-tertiarybutylacetanilide). The yield is 99.4%. Reaction SMILES: [C:1]([C:5]1[CH:11]=[CH:10][C:8]([NH2:9])=[CH:7][CH:6]=1)([CH3:4])([CH3:3])[CH3:2].[C:12](OC(=O)C)(=[O:14])[CH3:13].O>C(O)(=O)C>[C:1]([C:5]1[CH:6]=[CH:7][C:8]([NH:9][C:12](=[O:14])[CH3:13])=[CH:10][CH:11]=1)([CH3:4])([CH3:2])[CH3:3]. Procedure details: 10.6 g (0.071 mol) of p-tertiarybutylaniline was dissolved in 19 ml of glacial acetic acid. 8.0 g (0.078 mol) of acetic anhydride was then added dropwise to the solution at a temperature of 30° C. After the completion of dropwise addition, the reaction mixture was then allowed to undergo reaction at a temperature of 40° C. for 3 hours. The reaction solution was then poured into 200 ml of water. The resulting crystal was filtered off, washed with water, and then dried to obtain 13.5 g (yield: 99.... Starting materials: C(C)OC(\C=C\C(\C(=O)OCC)=C(/C)\N)=O ((E)-4-[1-Amino-eth-(Z)-ylidene]-pent-2-enedioic acid diethyl ester), C(C)OC(\C=C\C(\C(=O)OCC)=C(/C)\N)=O ((E)-4-[1-amino-eth-(Z)-ylidene]-pent-2-enedioic acid diethyl ester). Run in CN(C=O)C (N,N-dimethylformamide). The product is C(C)OC(=O)C1=C(NC(C=C1)=O)C (2-Methyl-6-oxo-1,6-dihydro-pyridine-3-carboxylic acid ethyl ester). As a reaction SMILES: C([O:3][C:4](=O)/[CH:5]=[CH:6]/[C:7](=[C:13](/[NH2:15])\[CH3:14])/[C:8]([O:10][CH2:11][CH3:12])=[O:9])C>CN(C)C=O>[CH2:11]([O:10][C:8]([C:7]1[CH:6]=[CH:5][C:4](=[O:3])[NH:15][C:13]=1[CH3:14])=[O:9])[CH3:12]. Procedure: A solution of intermediate (5a), (E)-4-[1-amino-eth-(Z)-ylidene]-pent-2-enedioic acid diethyl ester (51 g, 225 mmol) in N,N-dimethylformamide (250 mL) was heated at 175° C. for 24 hours to give a dark brown solution. The resulting solution was allowed to cool and a pale brown precipitate slowly formed. The precipitate was removed by filtration and the solids washed with dichloromethane (75 mL) and hexane (100 mL) to give a pale yellow powder. The solids were dried in vacuo (60° C.) to give the t... Starting materials: [H-].[Na+] (sodium hydride), IC1=C(C(=O)O)C=C(C=C1)OC1=C(C=C(C=C1)C(F)(F)F)Cl (2-Iodo-5-(2-chloro-4-trifluoromethylphenoxy)benzoic acid), Cuprous oxide, C(C)S (ethyl mercaptan), Cl (hydrochloric acid). Run in CN(C=O)C (dimethylformamide). Yields the product C(C)SC1=C(C(=O)O)C=C(C=C1)OC1=C(C=C(C=C1)C(F)(F)F)Cl (2-ethylthio-5-(2-chloro-4-trifluoromethylphenoxy)benzoic acid). RXN SMILES: I[C:2]1[CH:10]=[CH:9][C:8]([O:11][C:12]2[CH:17]=[CH:16][C:15]([C:18]([F:21])([F:20])[F:19])=[CH:14][C:13]=2[Cl:22])=[CH:7][C:3]=1[C:4]([OH:6])=[O:5].[CH2:23]([SH:25])[CH3:24].[H-].[Na+].Cl>CN(C)C=O>[CH2:23]([S:25][C:2]1[CH:10]=[CH:9][C:8]([O:11][C:12]2[CH:17]=[CH:16][C:15]([C:18]([F:21])([F:20])[F:19])=[CH:14][C:13]=2[Cl:22])=[CH:7][C:3]=1[C:4]([OH:6])=[O:5])[CH3:24] |f:2.3|. Reported procedure: 2-Iodo-5-(2-chloro-4-trifluoromethylphenoxy)benzoic acid (0.1 mole) in dimethylformamide (500 ml) was cooled to 0°. Cuprous oxide (0.11 mole) was added, followed by ethyl mercaptan (0.1 mole). The mixture was stirred while sodium hydride (0.25 mole) was added in portions. After 15 minutes the temperature was raised to 80° for 6 hours. The mixture was cooled and poured into hydrochloric acid (2 molar). The mixture was twice extracted with ether. The ether extract was washed with water, dried (Na2...